Dataset: the Open Reaction Database (ORD), a public repository of structured organic reaction records. Task: describe an organic reaction: reactants, conditions, products, and yield Starting materials: CC1(O)CC(c2nc(Br)c3c(Cl)nccn23)C1, CCC(C)O, N. Product: CC1(O)CC(c2nc(Br)c3c(N)nccn23)C1. As a reaction SMILES: [Br:2][c:3]1[n:4][c:5]([CH:13]2[CH2:14][C:15]([OH:17])([CH3:18])[CH2:16]2)[n:6]2[c:7]1[c:8]([Cl:12])[n:9][cH:10][cH:11]2.[CH3:19][CH:20]([OH:21])[CH2:22][CH3:23].[NH3:1]>>[NH2:1][c:8]1[c:7]2[c:3]([Br:2])[n:4][c:5]([CH:13]3[CH2:14][C:15]([OH:17])([CH3:18])[CH2:16]3)[n:6]2[cH:11][cH:10][n:9]1. The reactants are CCOC(=O)CCCBr, O=C([O-])[O-], CN(C)C=O, [K+], [K+], O, O=C1CN2Cc3cc(O)ccc3N=C2N1. The product is CCOC(=O)CCCOc1ccc2c(c1)CN1CC(=O)NC1=N2. Reaction SMILES: [Br:16][CH2:17][CH2:18][CH2:19][C:20](=[O:21])[O:22][CH2:23][CH3:24].[C:25](=[O:26])([O-:27])[O-:28].[CH3:32][N:33]([CH3:34])[CH:35]=[O:36].[K+:29].[K+:30].[OH2:31].[OH:1][c:2]1[cH:3][c:4]2[c:9]([cH:10][cH:11]1)[N:8]=[C:7]1[N:6]([CH2:5]2)[CH2:14][C:13](=[O:15])[NH:12]1>>[O:1]([c:2]1[cH:3][c:4]2[c:9]([cH:10][cH:11]1)[N:8]=[C:7]1[N:6]([CH2:5]2)[CH2:14][C:13](=[O:15])[NH:12]1)[CH2:17][CH2:18][CH2:19][C:20](=[O:21])[O:22][CH2:23][CH3:24]. Starting materials: CC(C)=CCBr, CC1CN(C(=O)OC(C)(C)C)C1C(=O)OC(C)(C)C, C[Si](C)(C)[N-][Si](C)(C)C, [Cl-], [Li+], [NH4+], C1CCOC1, O. Yields the product CC(C)=CCC1(C(=O)OC(C)(C)C)C(C)CN1C(=O)OC(C)(C)C. Reaction SMILES: [Br:20][CH2:21][CH:22]=[C:23]([CH3:24])[CH3:25].[C:1]([CH3:2])([CH3:3])([CH3:4])[O:5][C:6](=[O:7])[N:8]1[CH:9]([C:13](=[O:14])[O:15][C:16]([CH3:17])([CH3:18])[CH3:19])[CH:10]([CH3:12])[CH2:11]1.[CH3:26][Si:27]([CH3:28])([CH3:29])[N-:30][Si:31]([CH3:32])([CH3:33])[CH3:34].[Cl-:36].[Li+:35].[NH4+:37].[O:38]1[CH2:39][CH2:40][CH2:41][CH2:42]1.[OH2:43]>>[C:1]([CH3:2])([CH3:3])([CH3:4])[O:5][C:6](=[O:7])[N:8]1[C:9]([C:13](=[O:14])[O:15][C:16]([CH3:17])([CH3:18])[CH3:19])([CH2:21][CH:22]=[C:23]([CH3:24])[CH3:25])[CH:10]([CH3:12])[CH2:11]1. The reactants are CS(=O)(=O)Cl, CCN(C(C)C)C(C)C, ClCCl, OC1(c2ccc(F)cc2)CN(C(c2ccccc2)c2ccccc2)C1. The product is Fc1ccc(C2(Cl)CN(C(c3ccccc3)c3ccccc3)C2)cc1. RXN SMILES: [CH3:35][S:36]([Cl:37])(=[O:38])=[O:39].[CH:26]([N:27]([CH2:28][CH3:29])[CH:30]([CH3:31])[CH3:32])([CH3:33])[CH3:34].[Cl:40][CH2:41][Cl:42].[F:1][c:2]1[cH:3][cH:4][c:5]([C:8]2([OH:25])[CH2:9][N:10]([CH:12]([c:13]3[cH:14][cH:15][cH:16][cH:17][cH:18]3)[c:19]3[cH:20][cH:21][cH:22][cH:23][cH:24]3)[CH2:11]2)[cH:6][cH:7]1>>[F:1][c:2]1[cH:3][cH:4][c:5]([C:8]2([Cl:37])[CH2:9][N:10]([CH:12]([c:13]3[cH:14][cH:15][cH:16][cH:17][cH:18]3)[c:19]3[cH:20][cH:21][cH:22][cH:23][cH:24]3)[CH2:11]2)[cH:6][cH:7]1. The reactants are C1(=CC=CC=C1)C(=O)CC1=CC=CC=C1 (deoxybenzoin), Grignard reagent, BrC1=CC=C(C=C1)OC (4-bromoanisole), Mg, OS(=O)(=O)O (H2SO4). The solvent is CCOCC (Et2O), CCOCC (Et2O). Yields the product C1(=CC=CC=C1)C(CC1=CC=CC=C1)(O)C1=CC=C(C=C1)OC (1,2-diphenyl-1-(4-methoxyphenyl)ethanol). RXN SMILES: Br[C:2]1[CH:7]=[CH:6][C:5]([O:8][CH3:9])=[CH:4][CH:3]=1.[C:10]1([C:16]([CH2:18][C:19]2[CH:24]=[CH:23][CH:22]=[CH:21][CH:20]=2)=[O:17])[CH:15]=[CH:14][CH:13]=[CH:12][CH:11]=1.OS(O)(=O)=O>CCOCC>[C:10]1([C:16]([C:2]2[CH:7]=[CH:6][C:5]([O:8][CH3:9])=[CH:4][CH:3]=2)([OH:17])[CH2:18][C:19]2[CH:20]=[CH:21][CH:22]=[CH:23][CH:24]=2)[CH:15]=[CH:14][CH:13]=[CH:12][CH:11]=1. Reported procedure: To the Grignard reagent prepared from 4-bromoanisole (10 g, 53.5 mmol) and Mg turnings (1.32 g, 54.3 mg-atom) in 25 mL Et2O was added deoxybenzoin (9.81 g, 50 mmol) in 75 mL Et2O dropwise under reflux. After stirring at reflux 3 h, the mixture was carefully poured onto 1N H2SO4 and ice. The layers were allowed to separate and the aqueous layer was extracted with 25 mL Et2O. The ether layers were combined, washed with H2O (2×80 mL), dried (Na2SO4), and concentrated to give a yellow oil which soli...